From a dataset of the Open Reaction Database (ORD), a public repository of structured organic reaction records. describe an organic reaction: reactants, conditions, products, and yield Starting materials: CS(=O)(=O)O (metanesulfonic acid), C([O-])([O-])=O.[K+].[K+] (potassium carbonate), S(C)(=O)(=O)O.NC=1C=2N(C=C(C1)C(=O)N)C(=C(N2)C)C (8-Amino-2,3-dimethylimidazo[1,2-a]pyridine-6-carboxamide mesylate), C(C)C1=C(CCl)C(=CC(=C1)F)C (2-ethyl-4-fluoro-6-methylbenzylchloride), C(C)(C)N(CC)C(C)C (diisopropylethylamin), CS(=O)(=O)O (methansulfonic acid). The solvent is C(C)O (ethanol), CN(C=O)C (dimethylformamide), C(Cl)Cl.CO (methylene chloride methanol), O (water), C(Cl)Cl (Methylene chloride). Conditions: time 1 hour. Product: S(C)(=O)(=O)O.CC=1N=C2N(C=C(C=C2NCC2=C(C=C(C=C2C)F)CC)C(=O)N)C1C (2,3-dimethyl-8-(2-ethyl-4-fluoro-6-methylbenzylamino)-imidazo[1,2-a]pyridine-6-carboxamide mesylate). Isolated yield 23.4%. Reaction SMILES: [S:1]([OH:5])(=[O:4])(=[O:3])[CH3:2].[NH2:6][C:7]1[C:8]2[N:9]([C:16]([CH3:20])=[C:17]([CH3:19])[N:18]=2)[CH:10]=[C:11]([C:13]([NH2:15])=[O:14])[CH:12]=1.[CH2:21]([C:23]1[CH:30]=[C:29]([F:31])[CH:28]=[C:27]([CH3:32])[C:24]=1[CH2:25]Cl)[CH3:22].C(N(C(C)C)CC)(C)C.CS(O)(=O)=O.C(=O)([O-])[O-].[K+].[K+]>C(Cl)Cl.CO.C(O)C.O.C(Cl)Cl.CN(C)C=O>[S:1]([OH:5])(=[O:4])(=[O:3])[CH3:2].[CH3:19][C:17]1[N:18]=[C:8]2[C:7]([NH:6][CH2:25][C:24]3[C:27]([CH3:32])=[CH:28][C:29]([F:31])=[CH:30][C:23]=3[CH2:21][CH3:22])=[CH:12][C:11]([C:13]([NH2:15])=[O:14])=[CH:10][N:9]2[C:16]=1[CH3:20] |f:0.1,5.6.7,8.9,14.15|. Reported procedure: 8-Amino-2,3-dimethylimidazo[1,2-a]pyridine-6-carboxamide mesylate (0.7 g, 1.9 mmol), 2-ethyl-4-fluoro-6-methylbenzylchloride (0.26 g, 1.9 mmol) and diisopropylethylamin (0.54 g, 4.2 mmol) were added to dimethylformamide (5 ml) and stirred at room temperature for 1 h. Methylene chloride and water were added to the reaction mixture, the organic layer was separated, dried and evaporated under reduced pressure. The residue was solved in ethylacetate and ethanol and metanesulfonic acid (0.2 g, 2 mmol... Product: O=C(CCC(=O)O)C1=CC=C(C=C1)SCC1C(C2=C(O1)C=CC(=C2O)C(C)=O)CCC (2((4-(1-oxo-3-carboxypropyl)-phenylthio)methyl)-3-propyl-4-hydroxy-5-acetyl-2,3-dihydrobenzo[b]furan). As a reaction SMILES: [O:1]=[C:2]([C:9]1[CH:14]=[CH:13][C:12]([S:15][CH2:16][CH:17]2[O:21][C:20]3[CH:22]=[CH:23][C:24]([C:27](=[O:29])[CH3:28])=[C:25]([OH:26])[C:19]=3[CH:18]2[CH2:30][CH2:31][CH3:32])=[CH:11][CH:10]=1)[CH2:3][CH2:4][C:5](=[O:8])[O:6]C.[OH-].[Na+].O>C1COCC1>[O:1]=[C:2]([C:9]1[CH:10]=[CH:11][C:12]([S:15][CH2:16][CH:17]2[O:21][C:20]3[CH:22]=[CH:23][C:24]([C:27](=[O:29])[CH3:28])=[C:25]([OH:26])[C:19]=3[CH:18]2[CH2:30][CH2:31][CH3:32])=[CH:13][CH:14]=1)[CH2:3][CH2:4][C:5]([OH:8])=[O:6] |f:1.2|. Conditions: time 2 hour. Procedure details: The compound of Example 18 (430 mg, 0.9418 mmoles) was taken up in THF (5.8 ml) to which was added 1N NaOH (2.4 ml) and 2.5 ml H2O. The reaction mixture was stirred at room temperature under N2. After two hours, the THF was removed in vacuo and the reaction mixture was diluted to twice its volume with H2O and extracted with CHCl3. The aqueous phase was acidified with conc. HCl, extracted into CHCl3 and the organic phase was dried and concentrated. The residue was triturated with ether to afford ... Reactants: O=C(CCC(OC)=O)C1=CC=C(C=C1)SCC1C(C2=C(O1)C=CC(=C2O)C(C)=O)CCC (2-((4-(1, 4-dioxo-4-methoxybutyl)phenylthio)methyl)-3-propyl-4-hydroxy-5-acetyl-2,3-dihydrobenzo[b]furan), [OH-].[Na+] (NaOH), O (H2O). The solvent is C1CCOC1 (THF). Reactants: N1=C(C=CC=C1C)C (2,6-Lutidine), ClC=1C=CC(=C(C1)C1=CC=C(C=C1)CN(NC(=O)C1=CC(=NO1)C1=C(C=CC=C1)F)C[C@H](C(=O)O)O)F ((R)-3-{N-(5′-chloro-2′-fluorobiphenyl-4-ylmethyl)-N′-[3-(2-fluorophenyl)isoxazole-5-carbonyl]hydrazino}-2-hydroxypropionic acid), C(C)OC(OCCl)=O (carbonic acid chloromethyl ester ethyl ester), [Na+].[I-] (NaI). Run in CN(C)C=O (DMF), O (Water). Conditions: time 8 hour. The product is C(C)OC(=O)OCOC([C@@H](CN(NC(=O)C1=CC(=NO1)C1=C(C=CC=C1)F)CC1=CC=C(C=C1)C1=C(C=CC(=C1)Cl)F)O)=O ((R)-3-{N-(5′-Chloro-2′-fluorobiphenyl-4-ylmethyl)-N′-[3-(2-fluorophenyl)isoxazole-5-carbonyl]hydrazino}-2-hydroxypropionic Acid Ethoxycarbonyloxymethyl Ester). The yield is 11.7%. As a reaction SMILES: N1C(C)=CC=CC=1C.[Cl:9][C:10]1[CH:11]=[CH:12][C:13]([F:45])=[C:14]([C:16]2[CH:21]=[CH:20][C:19]([CH2:22][N:23]([CH2:39][C@@H:40]([OH:44])[C:41]([OH:43])=[O:42])[NH:24][C:25]([C:27]3[O:31][N:30]=[C:29]([C:32]4[CH:37]=[CH:36][CH:35]=[CH:34][C:33]=4[F:38])[CH:28]=3)=[O:26])=[CH:18][CH:17]=2)[CH:15]=1.[CH2:46]([O:48][C:49](=[O:53])[O:50][CH2:51]Cl)[CH3:47].[Na+].[I-]>CN(C=O)C.O>[CH2:46]([O:48][C:49]([O:50][CH2:51][O:42][C:41](=[O:43])[C@H:40]([OH:44])[CH2:39][N:23]([CH2:22][C:19]1[CH:20]=[CH:21][C:16]([C:14]2[CH:15]=[C:10]([Cl:9])[CH:11]=[CH:12][C:13]=2[F:45])=[CH:17][CH:18]=1)[NH:24][C:25]([C:27]1[O:31][N:30]=[C:29]([C:32]2[CH:37]=[CH:36][CH:35]=[CH:34][C:33]=2[F:38])[CH:28]=1)=[O:26])=[O:53])[CH3:47] |f:3.4|. Reported procedure: 2,6-Lutidine (407 mg, 3.8 mmol) was added to a solution of (R)-3-{N-(5′-chloro-2′-fluorobiphenyl-4-ylmethyl)-N′-[3-(2-fluorophenyl)isoxazole-5-carbonyl]hydrazino}-2-hydroxypropionic acid (200 mg, 380 mmol), carbonic acid chloromethyl ester ethyl ester (105 mg, 760 μmol) and NaI (114 mg, 760 μmol) in DMF (10 mL). The mixture was stirred overnight at room temperature. Water (30 mL) was added and the mixture was extracted with EtOAc (3×40 mL). The combined organic layers were dried over anhydrous N... The reactants are ClC=1C=C(C=C(C1)Cl)CS(=O)(=O)C=1C=C2CC(NC2=CC1)=O (5-(3,5-dichloro-phenylmethanesulfonyl)-1,3-dihydro-indol-2-one), C(=O)C1=C(C(=C(N1)C)C(=O)O)C (5-formyl-2,4-dimethyl-1H-pyrrole-3-carboxylic acid), N1CCCCC1 (piperidine). Solvent: C(C)O (ethanol). Run at time 2 day. Product: ClC=1C=C(C=C(C1)Cl)CS(=O)(=O)C=1C=C2/C(/C(NC2=CC1)=O)=C/C1=C(C(=C(N1)C)C(=O)O)C (5-[5-(3,5-Dichloro-phenylmethanesulfonyl)-2-oxo-1,2-dihydro-indol-(3Z)-ylidenemethyl]-2,4-dimethyl-1H-pyrrole-3-carboxylic acid). Reaction SMILES: [Cl:1][C:2]1[CH:3]=[C:4]([CH2:9][S:10]([C:13]2[CH:14]=[C:15]3[C:19](=[CH:20][CH:21]=2)[NH:18][C:17](=[O:22])[CH2:16]3)(=[O:12])=[O:11])[CH:5]=[C:6]([Cl:8])[CH:7]=1.[CH:23]([C:25]1[NH:29][C:28]([CH3:30])=[C:27]([C:31]([OH:33])=[O:32])[C:26]=1[CH3:34])=O.N1CCCCC1>C(O)C>[Cl:1][C:2]1[CH:3]=[C:4]([CH2:9][S:10]([C:13]2[CH:14]=[C:15]3[C:19](=[CH:20][CH:21]=2)[NH:18][C:17](=[O:22])/[C:16]/3=[CH:23]\[C:25]2[NH:29][C:28]([CH3:30])=[C:27]([C:31]([OH:33])=[O:32])[C:26]=2[CH3:34])(=[O:12])=[O:11])[CH:5]=[C:6]([Cl:8])[CH:7]=1. Reported procedure: A mixture of 5-(3,5-dichloro-phenylmethanesulfonyl)-1,3-dihydro-indol-2-one (356 mg, 1 mmol), 5-formyl-2,4-dimethyl-1H-pyrrole-3-carboxylic acid (167 mg) and piperidine (cat. amount) in ethanol was stirred at rt for 2 days. The reaction was concentrated and triturated with HCl (2M solution) to give the titled compound.